From a dataset of the Open Reaction Database (ORD), a public repository of structured organic reaction records. describe an organic reaction: reactants, conditions, products, and yield Starting materials: Brc1cccnc1, C1CCOC1, [Li]CCCC, CCOCC, CCOC(C)=O, O=C(c1ccc(Cl)cc1)c1ccc2c(c1)C(c1cccc(Cl)c1)SCc1nnnn1-2, O. The product is OC(c1ccc(Cl)cc1)(c1cccnc1)c1ccc2c(c1)C(c1cccc(Cl)c1)SCc1nnnn1-2. RXN SMILES: [Br:6][c:7]1[cH:8][n:9][cH:10][cH:11][cH:12]1.[CH2:49]1[O:50][CH2:51][CH2:52][CH2:53]1.[CH3:1][CH2:2][CH2:3][CH2:4][Li:5].[CH3:44][CH2:45][O:46][CH2:47][CH3:48].[CH3:54][CH2:55][O:56][C:57]([CH3:58])=[O:59].[Cl:13][c:14]1[cH:15][cH:16][c:17]([C:20](=[O:21])[c:22]2[cH:23][cH:24][c:25]3[c:26]([cH:42]2)[CH:27]([c:35]2[cH:36][c:37]([Cl:41])[cH:38][cH:39][cH:40]2)[S:28][CH2:29][c:30]2[n:31]-3[n:32][n:33][n:34]2)[cH:18][cH:19]1.[OH2:43]>>[c:7]1([C:20]([c:17]2[cH:16][cH:15][c:14]([Cl:13])[cH:19][cH:18]2)([OH:21])[c:22]2[cH:23][cH:24][c:25]3[c:26]([cH:42]2)[CH:27]([c:35]2[cH:36][c:37]([Cl:41])[cH:38][cH:39][cH:40]2)[S:28][CH2:29][c:30]2[n:31]-3[n:32][n:33][n:34]2)[cH:8][n:9][cH:10][cH:11][cH:12]1. The reactants are FC=1C=C(C=C(C1)NCC1=CC=C(C=C1)OC)CO ([3-fluoro-5-(4-methoxy-benzylamino)-phenyl]-methanol), [Br-].[Br-].C1(=CC=CC=C1)P(C1=CC=CC=C1)C1=CC=CC=C1 (triphenylphosphine dibromide). Run in ClCCl (dichloromethane), CC(OCC)=O (EA). Reaction conditions: time 30 minute. Yields the product BrCC=1C=C(C=C(C1)F)NCC1=CC=C(C=C1)OC ((3-Bromomethyl-5-fluoro-phenyl)-(4-methoxy-benzyl)-amine). Isolated yield 87.9%. Reaction SMILES: [F:1][C:2]1[CH:3]=[C:4]([CH2:18]O)[CH:5]=[C:6]([NH:8][CH2:9][C:10]2[CH:15]=[CH:14][C:13]([O:16][CH3:17])=[CH:12][CH:11]=2)[CH:7]=1.[Br-:20].[Br-].C1(P(C2C=CC=CC=2)C2C=CC=CC=2)C=CC=CC=1>ClCCl.CC(=O)OCC>[Br:20][CH2:18][C:4]1[CH:5]=[C:6]([NH:8][CH2:9][C:10]2[CH:15]=[CH:14][C:13]([O:16][CH3:17])=[CH:12][CH:11]=2)[CH:7]=[C:2]([F:1])[CH:3]=1 |f:1.2.3|. Procedure details: A mixture of [3-fluoro-5-(4-methoxy-benzylamino)-phenyl]-methanol (522 mg, 2 mmol) and triphenylphosphine dibromide (1.27 g, 3 mmol) in dichloromethane (6 ml) was stirred in an ice bath for 30 min. The mixture was then warmed up to room temperature, diluted with EA (20 ml), washed with saturated aqueous sodium bicarbonate solution followed by brine, dried with anhydrous magnesium sulfate, filtered, and evaporated in vacuo. The residue was purified by silica gel column chromatography (eluent, EA:... Starting materials: COC(=O)COc1cccc(Br)c1, Cl, [Li+], [OH-], O. The product is O=C(O)COc1cccc(Br)c1. As a reaction SMILES: [Br:4][c:5]1[cH:6][c:7]([O:8][CH2:9][C:10](=[O:11])[O:12][CH3:13])[cH:14][cH:15][cH:16]1.[ClH:17].[Li+:3].[OH-:2].[OH2:1]>>[Br:4][c:5]1[cH:6][c:7]([O:8][CH2:9][C:10](=[O:11])[OH:12])[cH:14][cH:15][cH:16]1. Reactants: Cl.S1C(=CC=C1)COC1CNC1 (3-(Thiophen-2-ylmethoxy)-azetidine hydrochloride), CCN=C=NCCCN(C)C (EDCI), C=1C=CC2=C(C1)N=NN2O (HOBt), C(C)(C)N(CC)C(C)C (diisopropylethylamine), Cl.COC1=CC=C(CN2CC(NC3=C(C2)C=C(C=N3)/C=C/C(=O)O)=O)C=C1 ((E)-3-(4-(4-methoxybenzyl)-2-oxo-2,3,4,5-tetrahydro-1H-pyrido[2,3-e][1,4]diazepin-7-yl)acrylic acid hydrochloride). The solvent is CN(C=O)C (dimethylformamide), O (water), C(C)(=O)OCC (ethyl acetate). Run at time 8 hour. Product: COC1=CC=C(CN2CC(NC3=C(C2)C=C(C=N3)\C=C\C(N3CC(C3)OCC=3SC=CC3)=O)=O)C=C1 ((E)-4-(4-Methoxybenzyl)-7-(3-oxo-3-(3-(thiophen-2-ylmethoxy)azetidin-1-yl)prop-1-enyl)-4,5-dihydro-1H-pyrido[2,3-e][1,4]diazepin-2(3H)-one). Isolated yield 39.9%. As a reaction SMILES: Cl.[S:2]1[CH:6]=[CH:5][CH:4]=[C:3]1[CH2:7][O:8][CH:9]1[CH2:12][NH:11][CH2:10]1.CCN=C=NCCCN(C)C.C1C=CC2N(O)N=NC=2C=1.C(N(C(C)C)CC)(C)C.Cl.[CH3:44][O:45][C:46]1[CH:69]=[CH:68][C:49]([CH2:50][N:51]2[CH2:57][C:56]3[CH:58]=[C:59](/[CH:62]=[CH:63]/[C:64](O)=[O:65])[CH:60]=[N:61][C:55]=3[NH:54][C:53](=[O:67])[CH2:52]2)=[CH:48][CH:47]=1>CN(C)C=O.O.C(OCC)(=O)C>[CH3:44][O:45][C:46]1[CH:69]=[CH:68][C:49]([CH2:50][N:51]2[CH2:57][C:56]3[CH:58]=[C:59](/[CH:62]=[CH:63]/[C:64](=[O:65])[N:11]4[CH2:12][CH:9]([O:8][CH2:7][C:3]5[S:2][CH:6]=[CH:5][CH:4]=5)[CH2:10]4)[CH:60]=[N:61][C:55]=3[NH:54][C:53](=[O:67])[CH2:52]2)=[CH:48][CH:47]=1 |f:0.1,5.6|. Reported procedure: 3-(Thiophen-2-ylmethoxy)-azetidine hydrochloride (231 mg, 1.12 mmol), EDCI (215 mg, 1.12 mmol), HOBt (152 mg, 1.12 mmol) and diisopropylethylamine (321 μL, 1.87 mmol) were successively added to a solution of (E)-3-(4-(4-methoxybenzyl)-2-oxo-2,3,4,5-tetrahydro-1H-pyrido[2,3-e][1,4]diazepin-7-yl)acrylic acid hydrochloride (292 mg, 0.75 mmol) in dimethylformamide (20 mL) at room temperature. The reaction mixture was stirred overnight and then diluted by addition of ethyl acetate (30 ml) and water (... Reactants: C1(=CC=CC=C1)N(NC(=O)C1=C(N(C(C2=CC=CC=C12)=O)C1=CC=CC=C1)C)C1=CC=CC=C1 (3-Methyl-1-oxo-2-phenyl-1,2-dihydro-isoquinoline-4-carboxylic acid N′,N′-diphenyl-hydrazide), ClC(=O)OC (methyl chloroformate). Run in ClCCCl (1,2-dichloroethane). Reaction conditions: temperature 100 celsius. The product is COC(=O)N(NC(=O)C1=C(N(C(C2=CC=CC=C12)=O)C1=CC=CC=C1)C)C1=CC=CC=C1 (N′-(3-Methyl-1-oxo-2-phenyl-1,2-dihydro-isoquinoline-4-carbonyl)-N-phenyl-hydrazinecarboxylic acid methyl ester). Yield: 34.2%. Reaction SMILES: [C:1]1([N:7](C2C=CC=CC=2)[NH:8][C:9]([C:11]2[C:20]3[C:15](=[CH:16][CH:17]=[CH:18][CH:19]=3)[C:14](=[O:21])[N:13]([C:22]3[CH:27]=[CH:26][CH:25]=[CH:24][CH:23]=3)[C:12]=2[CH3:28])=[O:10])[CH:6]=[CH:5][CH:4]=[CH:3][CH:2]=1.Cl[C:36]([O:38][CH3:39])=[O:37]>ClCCCl>[CH3:39][O:38][C:36]([N:7]([C:1]1[CH:6]=[CH:5][CH:4]=[CH:3][CH:2]=1)[NH:8][C:9]([C:11]1[C:20]2[C:15](=[CH:16][CH:17]=[CH:18][CH:19]=2)[C:14](=[O:21])[N:13]([C:22]2[CH:27]=[CH:26][CH:25]=[CH:24][CH:23]=2)[C:12]=1[CH3:28])=[O:10])=[O:37]. Procedure details: A mixture of 3-methyl-1-oxo-2-phenyl-1,2-dihydro-isoquinoline-4-carboxylic acid N′-phenyl-hydrazide (5a, 490 mg, 1.3 mmol) and methyl chloroformate (0.6 ml, 8 mmol) in 1,2-dichloroethane (10 ml) was heated under microwave irradiation for 10 min at 100° C. Volatiles were removed in vacuo and the product was purified by flash chromatography (SiO2, gradient heptane-1:1 ethyl acetate/heptane) to give 190 mg of solid. LC-MS (m/z) 428.8 (MH+); tR=1.22. The reactants are C[SiH](C)OC(C1CC(=O)N(Cc2ccccc2)C1)C(C)(C)C, CC(C)[N-]C(C)C, CC=O, [Cl-], [Li+], [Na+], C1CCOC1, O. Yields the product CC(O)C1C(=O)N(Cc2ccccc2)CC1C(O[SiH](C)C)C(C)(C)C. As a reaction SMILES: [CH2:9]([c:10]1[cH:11][cH:12][cH:13][cH:14][cH:15]1)[N:16]1[C:17](=[O:30])[CH2:18][CH:19]([CH:21]([O:22][SiH:23]([CH3:24])[CH3:25])[C:26]([CH3:27])([CH3:28])[CH3:29])[CH2:20]1.[CH:1]([N-:2][CH:3]([CH3:4])[CH3:5])([CH3:6])[CH3:7].[CH:31]([CH3:32])=[O:33].[Cl-:35].[Li+:8].[Na+:34].[O:36]1[CH2:37][CH2:38][CH2:39][CH2:40]1.[OH2:41]>>[CH2:9]([c:10]1[cH:11][cH:12][cH:13][cH:14][cH:15]1)[N:16]1[C:17](=[O:30])[CH:18]([CH:31]([CH3:32])[OH:33])[CH:19]([CH:21]([O:22][SiH:23]([CH3:24])[CH3:25])[C:26]([CH3:27])([CH3:28])[CH3:29])[CH2:20]1. Starting materials: vinyl ester, OC(C)(C)C(C)(C)O (pinacol), OC(C)(C)C(C)(C)O (pinacol), C(C1=CC=CC=C1)(=O)OOC(C1=CC=CC=C1)=O (benzoyl peroxide). Solvent: O (water), vinyl ester, O (water). Conditions: time 20 minute. The product is O.O.O.O.O.O.OC(C)(C)C(C)(C)O (pinacol hexahydrate). RXN SMILES: [OH:1][C:2]([C:5]([OH:8])([CH3:7])[CH3:6])([CH3:4])[CH3:3].C(OOC(=O)C1C=CC=CC=1)(=[O:16])C1C=CC=CC=1>O>[OH2:1].[OH2:16].[OH2:1].[OH2:1].[OH2:1].[OH2:1].[OH:1][C:2]([C:5]([OH:8])([CH3:7])[CH3:6])([CH3:4])[CH3:3] |f:3.4.5.6.7.8.9|. Procedure: In forming the structure of this example, the vinyl ester resin (available from The Dow Chemical Company under the tradename Derakane 411-45), the anhydrous pinacol and the water were preheated to about 52° C. The anhydrous pinacol and benzoyl peroxide were then dissolved in the vinyl ester resin with vigorous agitation. The water was then rapidly added with vigorous agitation continuing for a period of about 20 minutes to form an emulsion of pinacol hexahydrate in the resin. Thereafter, the dim... The reactants are CCCCCCCCCCCCCCO, CCCCCC, CC(=O)O, O=C(O)c1ccc(Cl)s1, [H-], [Na+], Cc1ccccc1C. The product is CCCCCCCCCCCCCCOc1ccc(C(=O)O)s1. RXN SMILES: [CH2:1]([CH2:2][CH2:3][CH2:4][CH2:5][CH2:6][CH2:7][CH2:8][CH2:9][CH2:10][CH2:11][CH2:12][CH2:13][CH3:14])[OH:15].[CH3:35][CH2:36][CH2:37][CH2:38][CH2:39][CH3:40].[CH3:41][C:42](=[O:43])[OH:44].[Cl:26][c:27]1[cH:28][cH:29][c:30]([C:32](=[O:33])[OH:34])[s:31]1.[H-:16].[Na+:17].[c:18]1([CH3:19])[c:20]([CH3:21])[cH:22][cH:23][cH:24][cH:25]1>>[CH2:1]([CH2:2][CH2:3][CH2:4][CH2:5][CH2:6][CH2:7][CH2:8][CH2:9][CH2:10][CH2:11][CH2:12][CH2:13][CH3:14])[O:15][c:27]1[cH:28][cH:29][c:30]([C:32](=[O:33])[OH:34])[s:31]1.